Dataset: the Open Reaction Database (ORD), a public repository of structured organic reaction records. Task: describe an organic reaction: reactants, conditions, products, and yield The reactants are Cl.C(#N)C1=CC=C(CNC([C@H]2N(CCC2)C([C@H](N)CC2=CC=CC=C2)=O)=O)C=C1 (D-phenylalanylproline (p-cyanobenzyl)amide hydrochloride), C(C)(C)N(CC)C(C)C (diisopropylethylamine), ClS(=O)(=O)O (chlorosulfonic acid). Solvent: C(Cl)Cl (DCM), C(Cl)Cl (DCM), C(Cl)Cl (DCM). Run at time 30 minute. Product: C(#N)C1=CC=C(CNC([C@H]2N(CCC2)C([C@H](NS(=O)(=O)O)CC2=CC=CC=C2)=O)=O)C=C1 (N-hydroxysulfonyl-D-phenylalanylproline (p-cyanobenzyl)amide). Isolated yield 100.5%. Reaction SMILES: Cl[S:2]([OH:5])(=[O:4])=[O:3].Cl.[C:7]([C:9]1[CH:34]=[CH:33][C:12]([CH2:13][NH:14][C:15](=[O:32])[C@@H:16]2[CH2:20][CH2:19][CH2:18][N:17]2[C:21](=[O:31])[C@@H:22]([CH2:24][C:25]2[CH:30]=[CH:29][CH:28]=[CH:27][CH:26]=2)[NH2:23])=[CH:11][CH:10]=1)#[N:8].C(N(C(C)C)CC)(C)C>C(Cl)Cl>[C:7]([C:9]1[CH:10]=[CH:11][C:12]([CH2:13][NH:14][C:15](=[O:32])[C@@H:16]2[CH2:20][CH2:19][CH2:18][N:17]2[C:21](=[O:31])[C@@H:22]([CH2:24][C:25]2[CH:26]=[CH:27][CH:28]=[CH:29][CH:30]=2)[NH:23][S:2]([OH:5])(=[O:4])=[O:3])=[CH:33][CH:34]=1)#[N:8] |f:1.2|. Procedure details: 0.58 g (0.33 ml, 5 mmol) of chlorosulfonic acid in 10 ml of DCM was slowly added dropwise at 20° C. with cooling to a solution of 1.8 g (4.36 mmol) of D-phenylalanylproline (p-cyanobenzyl)amide hydrochloride and 1.68 g (13.0 mmol) of diisopropylethylamine in 20 ml of DCM. After stirring at room temperature for 30 min, the mixture was diluted to 100 ml with DCM and extracted initially with 2M HCl and then twice with 10 ml of water, and the organic phase was dried over magnesium sulfate and evapor... Reactants: COc1ccc2[nH]cc(C)c2n1, [H-], [Na+], CN(C)C=O. Yields the product COc1ccc2c(n1)c(C)cn2N. RXN SMILES: [CH3:1][O:2][c:3]1[cH:4][cH:5][c:6]2[c:7]([n:8]1)[c:9]([CH3:12])[cH:10][nH:11]2.[H-:14].[Na+:13].[O:15]=[CH:16][N:17]([CH3:18])[CH3:19]>>[CH3:1][O:2][c:3]1[cH:4][cH:5][c:6]2[c:7]([n:8]1)[c:9]([CH3:12])[cH:10][n:11]2[NH2:17]. Product: O=C(O)C=Cc1ccc2c(c1)C(=O)CC1(CCN(Cc3c[nH]c4cc(F)ccc34)CC1)O2. RXN SMILES: [CH3:1][O:2][C:3]([CH:4]=[CH:5][c:6]1[cH:7][c:8]2[c:13]([cH:14][cH:15]1)[O:12][C:11]1([CH2:10][C:9]2=[O:32])[CH2:16][CH2:17][N:18]([CH2:21][c:22]2[cH:23][nH:24][c:25]3[cH:26][c:27]([F:31])[cH:28][cH:29][c:30]23)[CH2:19][CH2:20]1)=[O:33].[Na+:35].[OH-:34]>>[O:2]=[C:3]([CH:4]=[CH:5][c:6]1[cH:7][c:8]2[c:13]([cH:14][cH:15]1)[O:12][C:11]1([CH2:10][C:9]2=[O:32])[CH2:16][CH2:17][N:18]([CH2:21][c:22]2[cH:23][nH:24][c:25]3[cH:26][c:27]([F:31])[cH:28][cH:29][c:30]23)[CH2:19][CH2:20]1)[OH:33]. The reactants are COC(=O)C=Cc1ccc2c(c1)C(=O)CC1(CCN(Cc3c[nH]c4cc(F)ccc34)CC1)O2, [Na+], [OH-]. Starting materials: [O-]S(=O)(=S)[O-].[Na+].[Na+] (Na2S2O3), BrC1=CC=C(C=C1)OC (4-Bromo-anisole), II (iodine), C(C)(=O)O.C(C)(=O)O.IC1=CC=CC=C1 (Iodobenzene diacetate). Run in C(C)#N (acetonitrile). Run at time 16 hour. The product is BrC1=CC(=C(C=C1)OC)I (4-Bromo-2-iodo-anisole). RXN SMILES: [Br:1][C:2]1[CH:7]=[CH:6][C:5]([O:8][CH3:9])=[CH:4][CH:3]=1.C(O)(=O)C.C(O)(=O)C.[I:18]C1C=CC=CC=1.II.[O-]S([O-])(=S)=O.[Na+].[Na+]>C(#N)C>[Br:1][C:2]1[CH:7]=[CH:6][C:5]([O:8][CH3:9])=[C:4]([I:18])[CH:3]=1 |f:1.2.3,5.6.7|. Procedure details: 4-Bromo-anisole (4.417 g, 23.6 mmol) was dissolved in acetonitrile (200 mL) and placed under an argon atmosphere in the absence of light. Iodobenzene diacetate (9.18 g, 28.5 mmol) was added followed by iodine (3.6 g, 14.2 mmol). The mixture was stirred for 16 hours at ambient temperature. The mixture was then poured into 1M Na2S2O3 (200 mL) and stirred until the solution was colourless. The solution was then extracted with diethyl ether (3×100 mL). The combined organic extracts were then washed ... The reactants are CCN(CC)CC(C)N1c2ccccc2Sc2ccc(C(=N)OC)cc21, CO, Cl, Cl, NCc1ccccc1, O. Product: CCN(CC)CC(C)N1c2ccccc2Sc2ccc(C(=N)NCc3ccccc3)cc21. As a reaction SMILES: [CH2:11]([CH3:12])[N:13]([CH2:14][CH:15]([CH3:16])[N:17]1[c:18]2[cH:19][cH:20][cH:21][cH:22][c:23]2[S:24][c:25]2[cH:26][cH:27][c:28]([C:31]([O:32][CH3:33])=[NH:34])[cH:29][c:30]21)[CH2:35][CH3:36].[CH3:38][OH:39].[ClH:10].[ClH:9].[NH2:1][CH2:2][c:3]1[cH:4][cH:5][cH:6][cH:7][cH:8]1.[OH2:37]>>[NH:1]([CH2:2][c:3]1[cH:4][cH:5][cH:6][cH:7][cH:8]1)[C:31]([c:28]1[cH:27][cH:26][c:25]2[c:30]([cH:29]1)[N:17]([CH:15]([CH2:14][N:13]([CH2:11][CH3:12])[CH2:35][CH3:36])[CH3:16])[c:18]1[cH:19][cH:20][cH:21][cH:22][c:23]1[S:24]2)=[NH:34].